This data is from the Open Reaction Database (ORD), a public repository of structured organic reaction records. The task is: describe an organic reaction: reactants, conditions, products, and yield The reactants are CS, CCOC(C)=O, FC(F)(F)Oc1cccc(-c2coc3ccc(-c4nnc(CCl)o4)cc23)c1, [Na], C1CCOC1. The product is CSCc1nnc(-c2ccc3occ(-c4cccc(OC(F)(F)F)c4)c3c2)o1. Reaction SMILES: [CH3:28][SH:29].[CH3:36][CH2:37][O:38][C:39](=[O:40])[CH3:41].[Cl:1][CH2:2][c:3]1[o:4][c:5](-[c:8]2[cH:9][cH:10][c:11]3[c:12]([c:13](-[c:16]4[cH:17][c:18]([O:22][C:23]([F:24])([F:25])[F:26])[cH:19][cH:20][cH:21]4)[cH:14][o:15]3)[cH:27]2)[n:6][n:7]1.[Na:30].[O:31]1[CH2:32][CH2:33][CH2:34][CH2:35]1>>[CH2:2]([c:3]1[o:4][c:5](-[c:8]2[cH:9][cH:10][c:11]3[c:12]([c:13](-[c:16]4[cH:17][c:18]([O:22][C:23]([F:24])([F:25])[F:26])[cH:19][cH:20][cH:21]4)[cH:14][o:15]3)[cH:27]2)[n:6][n:7]1)[S:29][CH3:28]. Reaction SMILES: [CH3:33][OH:34].[CH:1]1([NH:7][C:8](=[O:9])[O:10][CH:11]2[CH:12]([O:28][CH3:29])[CH:13]([C:19]3([CH3:27])[O:20][CH:21]3[CH2:22][CH:23]=[C:24]([CH3:25])[CH3:26])[C:14]3([CH2:15][O:16]3)[CH2:17][CH2:18]2)[CH2:2][CH2:3][CH2:4][CH2:5][CH2:6]1.[Cl:35][CH2:36][Cl:37].[O-:30][O+:31]=[O:32]>>[CH:1]1([NH:7][C:8](=[O:9])[O:10][CH:11]2[CH:12]([O:28][CH3:29])[CH:13]([C:19]3([CH3:27])[O:20][CH:21]3[CH2:22][CH:23]=[O:30])[C:14]3([CH2:15][O:16]3)[CH2:17][CH2:18]2)[CH2:2][CH2:3][CH2:4][CH2:5][CH2:6]1. Yields the product COC1C(OC(=O)NC2CCCCC2)CCC2(CO2)C1C1(C)OC1CC=O. Starting materials: CO, COC1C(OC(=O)NC2CCCCC2)CCC2(CO2)C1C1(C)OC1CC=C(C)C, ClCCl, O=[O+][O-]. Reactants: ClCCl, CCN1CCN(c2ccc3ncn(-c4cc(C(=O)O)ccc4C)c(=O)c3c2)CC1, CCOC(C)=O, CCN(C(C)C)C(C)C, Nc1ccon1, CN(C)C=O, O=S(Cl)Cl. Yields the product CCN1CCN(c2ccc3ncn(-c4cc(C(=O)Nc5ccon5)ccc4C)c(=O)c3c2)CC1. RXN SMILES: [CH2:49]([Cl:50])[Cl:51].[CH3:1][c:2]1[c:3](-[n:11]2[cH:12][n:13][c:14]3[cH:15][cH:16][c:17]([N:22]4[CH2:23][CH2:24][N:25]([CH2:28][CH3:29])[CH2:26][CH2:27]4)[cH:18][c:19]3[c:20]2=[O:21])[cH:4][c:5]([C:6](=[O:7])[OH:8])[cH:9][cH:10]1.[CH3:52][CH2:53][O:54][C:55](=[O:56])[CH3:57].[CH:40]([N:41]([CH2:42][CH3:43])[CH:44]([CH3:45])[CH3:46])([CH3:47])[CH3:48].[NH2:34][c:35]1[n:36][o:37][cH:38][cH:39]1.[O:58]=[CH:59][N:60]([CH3:61])[CH3:62].[S:30]([Cl:31])([Cl:32])=[O:33]>>[CH3:1][c:2]1[c:3](-[n:11]2[cH:12][n:13][c:14]3[cH:15][cH:16][c:17]([N:22]4[CH2:23][CH2:24][N:25]([CH2:28][CH3:29])[CH2:26][CH2:27]4)[cH:18][c:19]3[c:20]2=[O:21])[cH:4][c:5]([C:6](=[O:8])[NH:34][c:35]2[n:36][o:37][cH:38][cH:39]2)[cH:9][cH:10]1. Starting materials: ClC=1SC(=CC1C=NNC(C)=O)C#N (acetic acid (2-chloro-5-cyanothiophen-3-ylmethylene)hydrazide), C(C)(=O)[O-].[K+] (potassium acetate). The reagents and catalysts are [Cu] (copper). Solvent: C1(=CC=CC=C1)OC1=CC=CC=C1 (diphenyl ether). Reaction conditions: temperature 200 celsius, time 6 hour. Yields the product C(C)(=O)N1N=CC2=C1SC(=C2)C#N (1-Acetyl-1H-thieno[2,3-c]pyrazole-5-carbonitrile). The yield is 10.1%. As a reaction SMILES: Cl[C:2]1[S:3][C:4]([C:13]#[N:14])=[CH:5][C:6]=1[CH:7]=[N:8][NH:9][C:10](=[O:12])[CH3:11].C([O-])(=O)C.[K+]>C1(OC2C=CC=CC=2)C=CC=CC=1.[Cu]>[C:10]([N:9]1[C:2]2[S:3][C:4]([C:13]#[N:14])=[CH:5][C:6]=2[CH:7]=[N:8]1)(=[O:12])[CH3:11] |f:1.2|. Reported procedure: To a solution of 2.53 g of acetic acid (2-chloro-5-cyanothiophen-3-ylmethylene)hydrazide in 22 mL of diphenyl ether were added copper powder and potassium acetate at room temperature, and stirred at 200° C. for 6 hours. Following filtration through Celite, the filtrate was washed successively with saturated aqueous ammonium chloride and saturated brine, dried over anhydrous magnesium sulfate, and the solvent was evaporated. The crude product was purified and separated by silica gel column chroma...